This data is from the Open Reaction Database (ORD), a public repository of structured organic reaction records. The task is: describe an organic reaction: reactants, conditions, products, and yield Reactants: CN1C2=NC=NC(=C2N=C1C=O)N1CCOCC1 (9-methyl-6-morpholin-4-yl-9H-purine-8-carbaldehyde), N1CC(C1)C(C(C)C)O (1-azetidin-3-yl-2-methylpropan-1-ol), ClCCCl (1,2-dichloroethane), C(C)(=O)O[BH-](OC(C)=O)OC(C)=O.[Na+] (Sodium triacetoxyborohydride). Conditions: time 5 hour. Yields the product C(C)C1=NC2=C(N1C1=NC(=C3N=C(N(C3=N1)C)CN1CC(C1)C(C(C)C)O)N1CCOCC1)C=CC=C2 (1-(1-((2-(2-ethyl-1H-benzo[d]imidazol-1-yl)-9-methyl-6-morpholino-9H-purin-8-yl)methyl)azetidin-3-yl)-2-methylpropan-1-ol). Isolated yield 37.0%. Reaction SMILES: [CH3:1][N:2]1[C:10]([CH:11]=O)=[N:9][C:8]2[C:3]1=[N:4][CH:5]=[N:6][C:7]=2[N:13]1[CH2:18][CH2:17][O:16][CH2:15][CH2:14]1.[NH:19]1[CH2:22][CH:21]([CH:23]([OH:27])[CH:24]([CH3:26])[CH3:25])[CH2:20]1.C(O[BH-](O[C:38](=O)[CH3:39])OC(=O)C)(=O)C.[Na+].Cl[CH2:43][CH2:44]Cl>>[CH2:8]([C:3]1[N:2]([C:5]2[N:4]=[C:3]3[C:8]([N:9]=[C:10]([CH2:11][N:19]4[CH2:22][CH:21]([CH:23]([OH:27])[CH:24]([CH3:26])[CH3:25])[CH2:20]4)[N:2]3[CH3:1])=[C:7]([N:13]3[CH2:18][CH2:17][O:16][CH2:15][CH2:14]3)[N:6]=2)[C:10]2[CH:11]=[CH:43][CH:44]=[CH:39][C:38]=2[N:4]=1)[CH3:7] |f:2.3|. Reported procedure: A mixture of 242-ethylbenzoimidazol-1-yl)-9-methyl-6-morpholin-4-yl-9H-purine-8-carbaldehyde (125 mg, 0.32 mmol), 1-azetidin-3-yl-2-methylpropan-1-ol (50 mg, 0.38 mmol) and 4 Å molecular sieves (1.0 g) in 1,2-dichloroethane (5 mL) was stirred at RT under nitrogen atmosphere for 5 h. Sodium triacetoxyborohydride (102 mg, 0.48 mmol) was added and the resulting reaction mixture was stirred at RT for 16 h. The solvent was reduced in vacuo and the residue was loaded onto an Isolute® SCX-2 cartridge (... Starting materials: BrCCN(C1=CC=CC=C1)C (β-bromoethyl-N-methylaniline), ClC1=C(C(=O)C=2C(=NN(C2O)C)C)C=CC(=C1)Cl (4-(2,4-dichlorobenzoyl)-1,3-dimethyl-5-hydroxypyrazole), resultant mixture, C([O-])([O-])=O.[K+].[K+] (potassium carbonate). Solvent: C(C)#N (acetonitrile). Product: ClC1=C(C(=O)C=2C(=NN(C2OCCN(C2=CC=CC=C2)C)C)C)C=CC(=C1)Cl (4-(2,4-dichlorobenzoyl)-1,3-dimethyl-5-[2-(N-methylanilino)ethoxy]pyrazole). Isolated yield 91.4%. As a reaction SMILES: [Cl:1][C:2]1[CH:17]=[C:16]([Cl:18])[CH:15]=[CH:14][C:3]=1[C:4]([C:6]1[C:7]([CH3:13])=[N:8][N:9]([CH3:12])[C:10]=1[OH:11])=[O:5].C(=O)([O-])[O-].[K+].[K+].Br[CH2:26][CH2:27][N:28]([CH3:35])[C:29]1[CH:34]=[CH:33][CH:32]=[CH:31][CH:30]=1>C(#N)C>[Cl:1][C:2]1[CH:17]=[C:16]([Cl:18])[CH:15]=[CH:14][C:3]=1[C:4]([C:6]1[C:7]([CH3:13])=[N:8][N:9]([CH3:12])[C:10]=1[O:11][CH2:26][CH2:27][N:28]([CH3:35])[C:29]1[CH:34]=[CH:33][CH:32]=[CH:31][CH:30]=1)=[O:5] |f:1.2.3|. Procedure details: 2.85 g of 4-(2,4-dichlorobenzoyl)-1,3-dimethyl-5-hydroxypyrazole was dissolved in 50 ml of acetonitrile, and 1.38 g of potassium carbonate (anydrous) was added thereto. The resultant mixture was stirred at room temperature for 2 hours, 2.14 g of β-bromoethyl-N-methylaniline was added, and the mixture heated for 3 hours under reflux. After cooling, crystals were filtered off. The filtrate was distilled under reduced pressure and the residue was purified by silica gel chromatography (eluent, benze... Procedure details: 1,3-Dihydroxy-5,7-dimethyladamantane was synthesized in a similar manner as described for 1,3,5,7-tetrahydroadamantane. Into a 4-neck flask immersed in a cooling bath and equipped with a low-temperature condenser (-20° C.), an air-driven, well-sealed mechanical stirrer, a solid addition funnel, and a thermocouple, there were charged 4.5 grams, 1,3-dimethyladamantane (Aldrich, 99%+), 100 ml methylene chloride, 96 grams sodium bicarbonate, 100 ml double distilled water. Upon stirring and cooling t... Reaction conditions: temperature 0 celsius. The solvent is O (water). The product is OC12CC3(CC(CC(C1)(C3)C)(C2)C)O (1,3-Dihydroxy-5,7-dimethyladamantane). As a reaction SMILES: [CH3:1][C:2]12[CH2:11][CH:6]3[CH2:7]C([CH2:10][C:4]([CH3:12])([CH2:5]3)[CH2:3]1)[CH2:9]2.C(Cl)Cl.[C:16](=[O:19])(O)[O-].[Na+].[OH:21]OS([O-])=O.[K+]>O>[OH:21][C:6]12[CH2:11][C:2]3([CH3:9])[CH2:3][C:4]([CH3:12])([CH2:10][C:16]([OH:19])([CH2:1]3)[CH2:7]1)[CH2:5]2 |f:2.3,4.5|. The reactants are 1,3,5,7-tetrahydroadamantane, OOS(=O)[O-].[K+] (OXONE), CC12CC3(CC(CC(C1)C3)C2)C (1,3-dimethyladamantane), C(Cl)Cl (methylene chloride), C([O-])(O)=O.[Na+] (sodium bicarbonate). Starting materials: CN(C)CC1=CC=2CN(CCC2O1)C(C1=CC(=CC=C1)C(C1=CC=CC=C1)=O)=O (N,N-Dimethyl-[5-(3-benzoylbenzoyl)-4,5,6,7-tetrahydrofuro[3,2-c]pyridin-2-ylmethyl]amine), Cl (hydrogen chloride). The solvent is CO (methanol), C(C)(=O)OCC (ethyl acetate). Product: Cl.CN(C)CC1=CC=2CN(CCC2O1)C(C1=CC(=CC=C1)C(C1=CC=CC=C1)=O)=O (N,N-dimethyl-[5-(3-benzoylbenzoyl)-4,5,6,7-tetrahydrofuro[3,2-c]pyridin-2-ylmethyl]amine hydrochloride). RXN SMILES: [CH3:1][N:2]([CH2:4][C:5]1[O:13][C:12]2[CH2:11][CH2:10][N:9]([C:14](=[O:29])[C:15]3[CH:20]=[CH:19][CH:18]=[C:17]([C:21](=[O:28])[C:22]4[CH:27]=[CH:26][CH:25]=[CH:24][CH:23]=4)[CH:16]=3)[CH2:8][C:7]=2[CH:6]=1)[CH3:3].[ClH:30]>CO.C(OCC)(=O)C>[ClH:30].[CH3:3][N:2]([CH2:4][C:5]1[O:13][C:12]2[CH2:11][CH2:10][N:9]([C:14](=[O:29])[C:15]3[CH:20]=[CH:19][CH:18]=[C:17]([C:21](=[O:28])[C:22]4[CH:27]=[CH:26][CH:25]=[CH:24][CH:23]=4)[CH:16]=3)[CH2:8][C:7]=2[CH:6]=1)[CH3:1] |f:4.5|. Procedure details: N,N-Dimethyl-[5-(3-benzoylbenzoyl)-4,5,6,7-tetrahydrofuro[3,2-c]pyridin-2-ylmethyl]amine 0.155 g was dissolved in 2 ml of methanol; hydrogen chloride in ethyl acetate was added in excess, followed by stirring. After this mixture was concentrated, the resulting foam was washed with diethyl ether to yield the desired product. The reactants are C1CCOC1, CO, Cl, [Li+], [OH-], O, CCOC(=O)c1cc(C(C)(C)C)nn1-c1ccc(-c2nnco2)cc1. Yields the product CC(C)(C)c1cc(C(=O)O)n(-c2ccc(-c3nnco3)cc2)n1. RXN SMILES: [CH2:26]1[O:27][CH2:28][CH2:29][CH2:30]1.[CH3:35][OH:36].[ClH:33].[Li+:31].[OH-:32].[OH2:34].[o:1]1[c:2](-[c:6]2[cH:7][cH:8][c:9](-[n:12]3[n:13][c:14]([C:22]([CH3:23])([CH3:24])[CH3:25])[cH:15][c:16]3[C:17](=[O:18])[O:19][CH2:20][CH3:21])[cH:10][cH:11]2)[n:3][n:4][cH:5]1>>[o:1]1[c:2](-[c:6]2[cH:7][cH:8][c:9](-[n:12]3[n:13][c:14]([C:22]([CH3:23])([CH3:24])[CH3:25])[cH:15][c:16]3[C:17](=[O:18])[OH:19])[cH:10][cH:11]2)[n:3][n:4][cH:5]1.